From a dataset of the Open Reaction Database (ORD), a public repository of structured organic reaction records. describe an organic reaction: reactants, conditions, products, and yield Reactants: [Cl-].CN(C1=CC=C(C=C1)C1=CC(=[S+]C(=C1)C1=CC=CC=C1)C1=CC=CC=C1)C (4-(4'-dimethylaminophenyl)-2,6-diphenylthiapyrylium chloride), C(C)O (ethanol), CN(C)C=1C=CC(=CC1)N=NC=2C=CC(=CC2)S(=O)(=O)O (Methyl Orange). The solvent is O (water), O (water). Reaction conditions: time 10 minute. Product: CN(C1=CC=C(C=C1)N=NC1=CC=C(C=C1)S(=O)(=O)[O-])C.CN(C1=CC=C(C=C1)C1=CC(=[S+]C(=C1)C1=CC=CC=C1)C1=CC=CC=C1)C (4-(4'-dimethylaminophenyl)-2,6-diphenylthiapyrylium 4-(4'-dimethylaminophenylazo) benzenesulphonate). As a reaction SMILES: [Cl-].[CH3:2][N:3]([CH3:28])[C:4]1[CH:9]=[CH:8][C:7]([C:10]2[CH:15]=[C:14]([C:16]3[CH:21]=[CH:20][CH:19]=[CH:18][CH:17]=3)[S+:13]=[C:12]([C:22]3[CH:27]=[CH:26][CH:25]=[CH:24][CH:23]=3)[CH:11]=2)=[CH:6][CH:5]=1.C(O)C.[CH3:32][N:33]([C:35]1[CH:36]=[CH:37][C:38]([N:41]=[N:42][C:43]2[CH:44]=[CH:45][C:46]([S:49]([OH:52])(=[O:51])=[O:50])=[CH:47][CH:48]=2)=[CH:39][CH:40]=1)[CH3:34]>O>[CH3:32][N:33]([CH3:34])[C:35]1[CH:36]=[CH:37][C:38]([N:41]=[N:42][C:43]2[CH:48]=[CH:47][C:46]([S:49]([O-:52])(=[O:51])=[O:50])=[CH:45][CH:44]=2)=[CH:39][CH:40]=1.[CH3:2][N:3]([CH3:28])[C:4]1[CH:5]=[CH:6][C:7]([C:10]2[CH:11]=[C:12]([C:22]3[CH:27]=[CH:26][CH:25]=[CH:24][CH:23]=3)[S+:13]=[C:14]([C:16]3[CH:21]=[CH:20][CH:19]=[CH:18][CH:17]=3)[CH:15]=2)=[CH:8][CH:9]=1 |f:0.1,5.6|. Procedure: To a solution of 4-(4'-dimethylaminophenyl)-2,6-diphenylthiapyrylium chloride, 8.07 g, in a hot mixture of water, 400 mls, and ethanol, 100 mls, is added a solution of Methyl Orange, E. K. 432, 6.8 g, in hot water, 200 mls, with stirring. The mixture is stirred for 10 minutes and then is cooled and filtered, the filtrate being orange-red in color. The solid product is taken up in boiling nitromethane, filtered hot, evaporated down somewhat, and diluted with ethanol. The solid which crystallizes ... Starting materials: CC(=O)CC(=O)C(=O)OC (methyl acetopyruvate), Cl.Cl.C(C1=CC=CC=C1)NN (benzylhydrazine dihydrochloride). Solvent: C(C)(=O)O (acetic acid). Run at temperature 90 celsius, time 4 hour. The product is CC1=CC(=NN1CC1=CC=CC=C1)C(=O)O (5-Methyl-1-benzyl-1H-pyrazole-3-carboxylic acid). As a reaction SMILES: [CH3:1][C:2]([CH2:4][C:5]([C:7]([O:9]C)=[O:8])=O)=O.Cl.Cl.[CH2:13]([NH:20][NH2:21])[C:14]1[CH:19]=[CH:18][CH:17]=[CH:16][CH:15]=1>C(O)(=O)C>[CH3:1][C:2]1[N:20]([CH2:13][C:14]2[CH:19]=[CH:18][CH:17]=[CH:16][CH:15]=2)[N:21]=[C:5]([C:7]([OH:9])=[O:8])[CH:4]=1 |f:1.2.3|. Reported procedure: A mixture of methyl acetopyruvate (1.0 g, 6.94 mmol) and benzylhydrazine dihydrochloride (1.49 g, 7.63 mmol) in acetic acid (7 mL) was stirred for 4 h at 90° C. After removal of the solvent (rotavapor), the residue was subjected to MPLC (silica, cyclohexane/ethyl acetate 10:1→2:1, followed by dichloromethane/methanol 10:1). The eluate obtained with dichloromethane/methanol contained the title compound as a crude product. After evaporation of the solvent, this fraction was further purified by pre...